Dataset: the Open Reaction Database (ORD), a public repository of structured organic reaction records. Task: describe an organic reaction: reactants, conditions, products, and yield Starting materials: CS(C)=O, [H-], CCOC(=O)C=Cc1cccc(I)c1, [Na+]. Product: CCOC(=O)C1CC1c1cccc(I)c1. RXN SMILES: [CH3:17][S:18]([CH3:19])=[O:20].[H-:2].[I:3][c:4]1[cH:5][c:6]([CH:10]=[CH:11][C:12](=[O:13])[O:14][CH2:15][CH3:16])[cH:7][cH:8][cH:9]1.[Na+:1]>>[I:3][c:4]1[cH:5][c:6]([CH:10]2[CH:11]([C:12](=[O:13])[O:14][CH2:15][CH3:16])[CH2:17]2)[cH:7][cH:8][cH:9]1. The reactants are ClCCl, CCCCC(C)(C)C=CC(O)C1C(C)CC(=O)C1CC=CCCCC(=O)OC, CC(=O)OC(C)=O, CN(C)c1ccncc1, c1ccncc1. Product: CCCCC(C)(C)C=CC(OC(C)=O)C1C(C)CC(=O)C1CC=CCCCC(=O)OC. As a reaction SMILES: [CH2:42]([Cl:43])[Cl:44].[CH3:1][O:2][C:3]([CH2:4][CH2:5][CH2:6][CH:7]=[CH:8][CH2:9][CH:10]1[C:11](=[O:27])[CH2:12][CH:13]([CH3:26])[CH:14]1[CH:15]([CH:16]=[CH:17][C:18]([CH2:19][CH2:20][CH2:21][CH3:22])([CH3:23])[CH3:24])[OH:25])=[O:28].[CH3:35][C:36](=[O:37])[O:38][C:39](=[O:40])[CH3:41].[CH3:45][N:46]([CH3:47])[c:48]1[cH:49][cH:50][n:51][cH:52][cH:53]1.[cH:29]1[cH:30][cH:31][n:32][cH:33][cH:34]1>>[CH3:1][O:2][C:3]([CH2:4][CH2:5][CH2:6][CH:7]=[CH:8][CH2:9][CH:10]1[C:11](=[O:27])[CH2:12][CH:13]([CH3:26])[CH:14]1[CH:15]([CH:16]=[CH:17][C:18]([CH2:19][CH2:20][CH2:21][CH3:22])([CH3:23])[CH3:24])[O:25][C:36]([CH3:35])=[O:37])=[O:28].